Dataset: the Open Reaction Database (ORD), a public repository of structured organic reaction records. Task: describe an organic reaction: reactants, conditions, products, and yield Reaction conditions: time 3 day. Starting materials: ClC=1C=C(C=CC1C=C)N (3-chloro-4-vinyl-phenylamine), C(C)(C)N(CC)C(C)C (diisopropylethylamine), C[Si](CCOC(=O)ON1N=NC2=C1C=CC=C2)(C)C (1-[2-(trimethylsilyl)-ethoxycarbonyl-oxy]benzotriazole). Run in O (water), CN(C=O)C (N,N-dimethylformamide). Procedure: To a solution of 3-chloro-4-vinyl-phenylamine (3.4 g) in N,N-dimethylformamide (44 mL) containing diisopropylethylamine (5.8 mL) is added 1-[2-(trimethylsilyl)-ethoxycarbonyl-oxy]benzotriazole (7.1 g) and the mixture is stirred at room temperature under an atmosphere of argon for three days. The solution is then diluted with water and extracted three times with diethyl ether. The combined organic extracts are washed successively with water, saturated aqueous sodium chloride, dried over anhydrous... Yields the product C[Si](CCOC(NC1=CC(=C(C=C1)C=C)Cl)=O)(C)C ((3-Chloro-4-vinyl-phenyl)-carbamic acid2-trimethylsilanyl-ethyl ester). As a reaction SMILES: [Cl:1][C:2]1[CH:3]=[C:4]([NH2:10])[CH:5]=[CH:6][C:7]=1[CH:8]=[CH2:9].C(N(C(C)C)CC)(C)C.[CH3:20][Si:21]([CH3:38])([CH3:37])[CH2:22][CH2:23][O:24][C:25](ON1C2C=CC=CC=2N=N1)=[O:26]>CN(C)C=O.O>[CH3:20][Si:21]([CH3:38])([CH3:37])[CH2:22][CH2:23][O:24][C:25](=[O:26])[NH:10][C:4]1[CH:5]=[CH:6][C:7]([CH:8]=[CH2:9])=[C:2]([Cl:1])[CH:3]=1. Reactants: FC1=CC=C(C=C1)[N+](=O)[O-] (4-fluoronitrobenzene), ClCCCO (3-chloro-1-propanol), CC(C)(C)[O-].[K+] (KOtBu). Run in CS(=O)C (DMSO), CS(=O)C (DMSO). Run at time 3 hour. The product is ClCCCOC1=CC=C(C=C1)[N+](=O)[O-] (1-Chloro-3-(4-nitrophenoxy)propane). Isolated yield 34.6%. Reaction SMILES: CC([O-])(C)C.[K+].F[C:8]1[CH:13]=[CH:12][C:11]([N+:14]([O-:16])=[O:15])=[CH:10][CH:9]=1.[Cl:17][CH2:18][CH2:19][CH2:20][OH:21]>CS(C)=O>[Cl:17][CH2:18][CH2:19][CH2:20][O:21][C:8]1[CH:13]=[CH:12][C:11]([N+:14]([O-:16])=[O:15])=[CH:10][CH:9]=1 |f:0.1|. Procedure: To a cooled (5°-10° C.) suspension of KOtBu (1.34 g, 11.96 mmol) in DMSO (5 mL) was added a solution of 4-fluoronitrobenzene (1.61 g, 11.39 mmol) and 3-chloro-1-propanol (1.13 g, 11.96 mmol) in DMSO (5 mL). The cooling bath was removed and stirring was continued for 3 hours. The mixture was diluted with water (100 mL) and extracted with ether. The combined extracts were washed with brine, dried (MgSO4), and concentrated to give a brown oil. Purification by flash chromatography (10% EtOAc/hexane)... Starting materials: CC(C)(C)OC(=O)N1CCCC1COc1ccc(Oc2ccc(C3(C#N)CC3)cc2)cc1, Cl, C1COCCO1. Product: Cl, N#CC1(c2ccc(Oc3ccc(OCC4CCCN4)cc3)cc2)CC1. As a reaction SMILES: [C:1]([O:2][C:3](=[O:4])[N:8]1[CH:9]([CH2:13][O:14][c:15]2[cH:16][cH:17][c:18]([O:21][c:22]3[cH:23][cH:24][c:25]([C:28]4([C:31]#[N:32])[CH2:29][CH2:30]4)[cH:26][cH:27]3)[cH:19][cH:20]2)[CH2:10][CH2:11][CH2:12]1)([CH3:5])([CH3:6])[CH3:7].[ClH:33].[O:34]1[CH2:35][CH2:36][O:37][CH2:38][CH2:39]1>>[ClH:33].[NH:8]1[CH:9]([CH2:13][O:14][c:15]2[cH:16][cH:17][c:18]([O:21][c:22]3[cH:23][cH:24][c:25]([C:28]4([C:31]#[N:32])[CH2:29][CH2:30]4)[cH:26][cH:27]3)[cH:19][cH:20]2)[CH2:10][CH2:11][CH2:12]1. Starting materials: NC(=O)C1C2C=CC(C2)C1Nc1nc(Cl)ncc1Cl, CC(C)N1C(=O)CCC(C)(C)c2ccc(N)cc21. Yields the product CC(C)N1C(=O)CCC(C)(C)c2ccc(Nc3ncc(Cl)c(NC4C5C=CC(C5)C4C(N)=O)n3)cc21. Reaction SMILES: [Cl:19][c:20]1[n:21][cH:22][c:23]([Cl:37])[c:24]([NH:26][CH:27]2[CH:28]([C:34](=[O:35])[NH2:36])[CH:29]3[CH:30]=[CH:31][CH:32]2[CH2:33]3)[n:25]1.[NH2:1][c:2]1[cH:3][cH:4][c:5]2[c:6]([cH:18]1)[N:7]([CH:15]([CH3:16])[CH3:17])[C:8](=[O:14])[CH2:9][CH2:10][C:11]2([CH3:12])[CH3:13]>>[NH:1]([c:2]1[cH:3][cH:4][c:5]2[c:6]([cH:18]1)[N:7]([CH:15]([CH3:16])[CH3:17])[C:8](=[O:14])[CH2:9][CH2:10][C:11]2([CH3:12])[CH3:13])[c:20]1[n:21][cH:22][c:23]([Cl:37])[c:24]([NH:26][CH:27]2[CH:28]([C:34](=[O:35])[NH2:36])[CH:29]3[CH:30]=[CH:31][CH:32]2[CH2:33]3)[n:25]1. Reactants: CS(=O)C1=NC=CC(=N1)C1=CN=C2N1C=CC=C2C(C)(C)O (2-[3-(2-methylsulfinyl-pyrimidin-4-yl)-imidazo[1,2-a]pyridin-8-yl]-propan-2-ol), C(C)OC(=O)C1CCC(CC1)N (4-amino-cyclohexanecarboxylic acid ethyl ester). Solvent: CN1CCCC1=O (NMP), O (water). Run at temperature 100 celsius, time 3 hour. The product is C(C)OC(=O)C1CCC(CC1)NC1=NC=CC(=N1)C1=CN=C2N1C=CC=C2C(C)(C)O (4-{4-[8-(1-hydroxy-1-methyl-ethyl)-imidazo[1,2-a]pyridin-3-yl]-pyrimidin-2-ylamino}-cyclohexanecarboxylic acid ethyl ester). Isolated yield 84.5%. As a reaction SMILES: CS([C:4]1[N:9]=[C:8]([C:10]2[N:14]3[CH:15]=[CH:16][CH:17]=[C:18]([C:19]([OH:22])([CH3:21])[CH3:20])[C:13]3=[N:12][CH:11]=2)[CH:7]=[CH:6][N:5]=1)=O.[CH2:23]([O:25][C:26]([CH:28]1[CH2:33][CH2:32][CH:31]([NH2:34])[CH2:30][CH2:29]1)=[O:27])[CH3:24]>CN1C(=O)CCC1.O>[CH2:23]([O:25][C:26]([CH:28]1[CH2:33][CH2:32][CH:31]([NH:34][C:4]2[N:9]=[C:8]([C:10]3[N:14]4[CH:15]=[CH:16][CH:17]=[C:18]([C:19]([OH:22])([CH3:21])[CH3:20])[C:13]4=[N:12][CH:11]=3)[CH:7]=[CH:6][N:5]=2)[CH2:30][CH2:29]1)=[O:27])[CH3:24]. Procedure: A mixture of 2-[3-(2-methylsulfinyl-pyrimidin-4-yl)-imidazo[1,2-a]pyridin-8-yl]-propan-2-ol (0.19 g), 4-amino-cyclohexanecarboxylic acid ethyl ester (0.31 g) in NMP (2 mL) was stirred at 100° C. for 3 h. The reaction mixture was cooled to RT, and diluted with water. The resulting solid was filtered and dried, then purified by ISCO using 100% DCM to 10% MeOH/DCM. Fractions were collected, concentrated, and titurated with EtOAc/hexane. The resulting solid was filtered and dried at 50° C. under vac... Starting materials: CN1CCC(CC1)OC(C(C1=CC=CC=C1)(C1=CC=CC=C1)O)=O (hydroxy-diphenyl-acetic acid 1-methyl-piperidin-4-yl ester), BrCC(=O)NC1=NC=NC=N1 (2-bromo-N-[1,3,5]triazin-2-yl-acetamide), CN1CCC(CC1)OC(C(C1=CC=CC=C1)(C1=CC=CC=C1)O)=O (hydroxy-diphenyl-acetic acid 1-methyl-piperidin-4-yl ester), BrCC(=O)NC1=NC=NC=N1 (2-bromo-N-[1,3,5]triazin-2-yl-acetamide). Run in C(C)#N.C(Cl)(Cl)Cl (acetonitrile chloroform). Run at time 2 day. Product: [Br-].OC(C(=O)OC1CC[N+](CC1)(CC(NC1=NC=NC=N1)=O)C)(C1=CC=CC=C1)C1=CC=CC=C1 (4-(2-Hydroxy-2,2-diphenyl-acetoxy)-1-methyl-1-([1,3,5]-triazin-2-ylcarbamoylmethyl)-piperidinium bromide). RXN SMILES: [CH3:1][N:2]1[CH2:7][CH2:6][CH:5]([O:8][C:9](=[O:24])[C:10]([OH:23])([C:17]2[CH:22]=[CH:21][CH:20]=[CH:19][CH:18]=2)[C:11]2[CH:16]=[CH:15][CH:14]=[CH:13][CH:12]=2)[CH2:4][CH2:3]1.[Br:25][CH2:26][C:27]([NH:29][C:30]1[N:35]=[CH:34][N:33]=[CH:32][N:31]=1)=[O:28]>C(#N)C.C(Cl)(Cl)Cl>[Br-:25].[OH:23][C:10]([C:17]1[CH:18]=[CH:19][CH:20]=[CH:21][CH:22]=1)([C:11]1[CH:12]=[CH:13][CH:14]=[CH:15][CH:16]=1)[C:9]([O:8][CH:5]1[CH2:6][CH2:7][N+:2]([CH3:1])([CH2:26][C:27](=[O:28])[NH:29][C:30]2[N:35]=[CH:34][N:33]=[CH:32][N:31]=2)[CH2:3][CH2:4]1)=[O:24] |f:2.3,4.5|. Reported procedure: A solution comprising hydroxy-diphenyl-acetic acid 1-methyl-piperidin-4-yl ester (Intermediate F) (0.3 g, 0.9 mmol) and 2-bromo-N-[1,3,5]triazin-2-yl-acetamide (Intermediate J) (0.2 g, 0.9 mmol) in acetonitrile/chloroform (2 ml of a 1:1 mixture) is stirred under an inert atmosphere of argon at room temperature for 2 days. The titled product is observed by LC-MS. (M+462.2) Reactants: CCO, [H][H], O=[N+]([O-])c1ccc(Nc2ccnc3[nH]ccc23)cc1. The product is Nc1ccc(Nc2ccnc3[nH]ccc23)cc1. Reaction SMILES: [CH3:22][CH2:23][OH:24].[H:20][H:21].[N+:1]([O-:2])(=[O:3])[c:4]1[cH:5][cH:6][c:7]([NH:10][c:11]2[c:12]3[c:13]([n:14][cH:15][cH:16]2)[nH:17][cH:18][cH:19]3)[cH:8][cH:9]1>>[NH2:1][c:4]1[cH:5][cH:6][c:7]([NH:10][c:11]2[c:12]3[c:13]([n:14][cH:15][cH:16]2)[nH:17][cH:18][cH:19]3)[cH:8][cH:9]1. Starting materials: O=C([O-])[O-], C1COCCN1, O=C1Cc2cc(C(=O)CCl)ccc2N1, [I-], [K+], [K+], [K+], CN(C)C=O. Yields the product O=C1Cc2cc(C(=O)CN3CCOCC3)ccc2N1. Reaction SMILES: [C:1](=[O:2])([O-:3])[O-:4].[CH2:9]1[CH2:10][O:11][CH2:12][CH2:13][NH:14]1.[Cl:15][CH2:16][C:17](=[O:18])[c:19]1[cH:20][c:21]2[c:25]([cH:26][cH:27]1)[NH:24][C:23](=[O:28])[CH2:22]2.[I-:8].[K+:5].[K+:6].[K+:7].[O:29]=[CH:30][N:31]([CH3:32])[CH3:33]>>[CH2:9]1[CH2:10][O:11][CH2:12][CH2:13][N:14]1[CH2:16][C:17](=[O:18])[c:19]1[cH:20][c:21]2[c:25]([cH:26][cH:27]1)[NH:24][C:23](=[O:28])[CH2:22]2. Reaction SMILES: [CH2:1]([CH3:2])[O:3][C:4](=[O:5])[CH:6]([CH2:7][CH2:8][c:9]1[cH:10][cH:11][cH:12][cH:13][cH:14]1)[NH:15][CH:16]([CH3:17])[C:18](=[O:19])[Cl:20].[CH3:22][CH2:23][OH:24].[Cl-:21]>>[CH2:1]([CH3:2])[O:3][C:4](=[O:5])[CH:6]([CH2:7][CH2:8][c:9]1[cH:10][cH:11][cH:12][cH:13][cH:14]1)[NH:15][CH:16]([CH3:17])[C:18](=[O:19])[O:24][CH2:23][CH3:22]. Reactants: CCOC(=O)C(CCc1ccccc1)NC(C)C(=O)Cl, CCO, [Cl-]. The product is CCOC(=O)C(C)NC(CCc1ccccc1)C(=O)OCC. Product: C=CCC(COCc1ccccc1)OCC=NO. As a reaction SMILES: [CH2:1]([O:2][CH:4]([O:3][CH2:20][CH3:21])[CH2:5][O:6][CH:7]([CH2:8][O:9][CH2:10][c:11]1[cH:12][cH:13][cH:14][cH:15][cH:16]1)[CH2:17][CH:18]=[CH2:19])[CH3:22].[CH3:23][CH2:24][OH:25].[CH3:34][C:35](=[O:36])[O-:37].[CH:38]([OH:39])=[O:40].[NH2:31][OH:32].[Na+:33].[OH2:41].[S:26]([OH:27])([OH:28])(=[O:29])=[O:30]>>[CH:4]([CH2:5][O:6][CH:7]([CH2:8][O:9][CH2:10][c:11]1[cH:12][cH:13][cH:14][cH:15][cH:16]1)[CH2:17][CH:18]=[CH2:19])=[N:31][OH:32]. Starting materials: C=CCC(COCc1ccccc1)OCC(OCC)OCC, CCO, CC(=O)[O-], O=CO, NO, [Na+], O, O=S(=O)(O)O.